Dataset: the Open Reaction Database (ORD), a public repository of structured organic reaction records. Task: describe an organic reaction: reactants, conditions, products, and yield The reactants are C1(=CC=CC=C1)O (phenol), [H-].[Na+] (sodium hydride), ClC1=C(CNC(=O)C2=C(N3N(CCC3)C2=O)C2=NC(=NC=C2)S(=O)(=O)C)C=CC=C1 (3-(2-methanesulfonyl-pyrimidin-4-yl)-1-oxo-6,7-dihydro-1H,5H-pyrazolo[1,2-a]pyrazole-2-carboxylic acid 2-chloro-benzylamide). Run in C1CCOC1 (THF), C1CCOC1 (THF), C(=O)(O)[O-].[Na+] (NaHCO3). Reaction conditions: time 1.5 hour. Yields the product ClC1=C(CNC(=O)C2=C(N3N(CCC3)C2=O)C2=NC(=NC=C2)OC2=CC=CC=C2)C=CC=C1 (1-oxo-3-(2-phenoxy-pyrimidin-4-yl)-6,7-dihydro-1H,5H-pyrazolo[1,2-α]pyrazole-2-carboxylic acid 2-chloro-benzylamide). Reaction SMILES: [C:1]1([OH:7])[CH:6]=[CH:5][CH:4]=[CH:3][CH:2]=1.[H-].[Na+].[Cl:10][C:11]1[CH:39]=[CH:38][CH:37]=[CH:36][C:12]=1[CH2:13][NH:14][C:15]([C:17]1[C:24](=[O:25])[N:20]2[CH2:21][CH2:22][CH2:23][N:19]2[C:18]=1[C:26]1[CH:31]=[CH:30][N:29]=[C:28](S(C)(=O)=O)[N:27]=1)=[O:16]>C1COCC1.C([O-])(O)=O.[Na+]>[Cl:10][C:11]1[CH:39]=[CH:38][CH:37]=[CH:36][C:12]=1[CH2:13][NH:14][C:15]([C:17]1[C:24](=[O:25])[N:20]2[CH2:21][CH2:22][CH2:23][N:19]2[C:18]=1[C:26]1[CH:31]=[CH:30][N:29]=[C:28]([O:7][C:1]2[CH:6]=[CH:5][CH:4]=[CH:3][CH:2]=2)[N:27]=1)=[O:16] |f:1.2,5.6|. Reported procedure: To a solution of phenol (0.09 g, 1.00 mmol) in THF (2 mL) is added sodium hydride (0.05 g of a 60% dispersion in mineral oil, 0.80 mmol). After stirring 5 min at room temperature a solution of 3-(2-methanesulfonyl-pyrimidin-4-yl)-1-oxo-6,7-dihydro-1H,5H-pyrazolo[1,2-a]pyrazole-2-carboxylic acid 2-chloro-benzylamide, 16, (0.18 g, 0.40 mmol) in THF (3 mL) is added to the reaction mixture. After stirring 1.5 h at room temperature, the mixture is diluted with aqueous saturated NaHCO3. The aqueous ph... Starting materials: Cl (hydrochloric acid), C[C@@H]1OC(C2=C(C1)C=C1C(=C2)OCO1)C1=CC=C(C=C1)[N+](=O)[O-] ((5RS,7S)-7,8-dihydro-7-methyl-5-(4-nitrophenyl)-5H-1,3-dioxolo-[4,5-G][2]benzopyran), CS(=O)C (dimethylsulfoxide), [OH-].[Na+] (sodium hydroxide). Run in CN(C=O)C (dimethylformamide). Reaction conditions: temperature 10 celsius, time 4.5 hour. Product: C[C@@H]1OC(C2=C(C1)C=C1C(=C2)OCO1)(O)C1=CC=C(C=C1)[N+](=O)[O-] ((5RS,7S)-7,8-dihydro-7-methyl-5-(4-nitrophenyl)-5H-1,3-dioxolo[4,5-G][2] benzopyran-5-o1). RXN SMILES: [CH3:1][C@H:2]1[CH2:7][C:6]2[CH:8]=[C:9]3[O:14][CH2:13][O:12][C:10]3=[CH:11][C:5]=2[CH:4]([C:15]2[CH:20]=[CH:19][C:18]([N+:21]([O-:23])=[O:22])=[CH:17][CH:16]=2)[O:3]1.CS(C)=[O:26].[OH-].[Na+].Cl>CN(C)C=O>[CH3:1][C@H:2]1[CH2:7][C:6]2[CH:8]=[C:9]3[O:14][CH2:13][O:12][C:10]3=[CH:11][C:5]=2[C:4]([C:15]2[CH:20]=[CH:19][C:18]([N+:21]([O-:23])=[O:22])=[CH:17][CH:16]=2)([OH:26])[O:3]1 |f:2.3|. Procedure details: 350 grams of the isomeric intermediate from Example 4 was added to a solution of 731 mL of dimethylsulfoxide and 2923 mL of dimethylformamide. The mixture was cooled to 8-12° C. and compressed air was passed through the mixture. 117.5 mL of 50% aqueous sodium hydroxide was added in one portion and the resulting mixture was stirred for 4.5 h. The reaction mixture was added by cannula over 30-60 min to 8.25 L of a stirred 1N hydrochloric acid solution at 10-15° C. The resulting precipitate was fil... Starting materials: IC1=CC=C(C(=O)N(C)OC)C=C1 (4-Iodo-N-methoxy-N-methylbenzamide), COC1=CC=C(C[Mg]Cl)C=C1 ((4-methoxybenzyl)magnesium chloride). Reaction conditions: temperature 0 celsius, time 10 minute. The product is IC1=CC=C(C=C1)C(CC1=CC=C(C=C1)OC)=O (1-(4-iodophenyl)-2-(4-methoxyphenyl)ethanone). Isolated yield 65.5%. Reaction SMILES: [I:1][C:2]1[CH:13]=[CH:12][C:5]([C:6](N(OC)C)=[O:7])=[CH:4][CH:3]=1.[CH3:14][O:15][C:16]1[CH:24]=[CH:23][C:19]([CH2:20][Mg]Cl)=[CH:18][CH:17]=1>>[I:1][C:2]1[CH:3]=[CH:4][C:5]([C:6](=[O:7])[CH2:20][C:19]2[CH:23]=[CH:24][C:16]([O:15][CH3:14])=[CH:17][CH:18]=2)=[CH:12][CH:13]=1. Reported procedure: 4-Iodo-N-methoxy-N-methylbenzamide (3.4 g, 11.7 mmol) was added dropwise over 5 min (internal temperature kept below 5° C.) to a vigorously stirring solution of (4-methoxybenzyl)magnesium chloride (52 mL, 0.25M in 2-MeTHF, 13 mmol) at 0° C. under N2. After 10 min, a white precipitate was observed. After 5 hours of vigorous stirring at 0° C., the reaction was quenched with 1N HCl (50 mL). When the internal temperature returned to 0° C., the reaction was filtered, and the filter cake was washed wi... Starting materials: BrC1=C(C(=C2N3CCC(OCCCC[C@@H](OC=4C=CC(=CC4C4=CC=CC(C5=CN2C1=N5)=C4)F)C)(CC3)C)[C@@H](C(=O)OC)OC(C)(C)C)C (methyl(2S)-2-[(22S)-5-bromo-17-fluoro-4,22,28-trimethyl-21,27-dioxa-1,7,34-triazahexacyclo[26.2.2.16,9.110,14.02,7.015,20]tetratriaconta-2,4,6(34),8,10(33),11,13,15(20),16,18-decaen-3-yl]-2-(tert-butoxy)acetate), C(C)(C)(C)O[C@H](C(=O)O)C1=C2N3CCC(OCC=CC[C@@H](OC=4C=C(C=CC4C4=CC=CC(C5=CN2C(C=C1C)=N5)=C4)F)C)(CC3)C ((2S)-2-(tert-butoxy)-2-[(22S)-18-fluoro-4,22,28-trimethyl-21,27-dioxa-1,7,34-triazahexacyclo[26.2.2.16,9.110,14.02,7.015,20]tetratriaconta-2,4,6(34),8,10(33),11,13,15(20),16,18,24-undecaen-3-yl]acetic acid), BrC1=C(C(=C2N3CCC(OCCCC[C@@H](OC=4C=CC(=CC4C4=CC=CC(C5=CN2C1=N5)=C4)F)C)(CC3)C)[C@@H](C(=O)OC)OC(C)(C)C)C (methyl(2S)-2-[(22S)-5-bromo-17-fluoro-4,22,28-trimethyl-21,27-dioxa-1,7,34-triazahexacyclo[26.2.2.16,9.110,14.02,7.015,20]tetratriaconta-2,4,6(34),8,10(33),11,13,15(20),16,18-decaen-3-yl]-2-(tert-butoxy)acetate), C(C)(C)(C)O[C@H](C(=O)O)C1=C2N3CCC(OCC=CC[C@@H](OC=4C=C(C=CC4C4=CC=CC(C5=CN2C(C=C1C)=N5)=C4)F)C)(CC3)C ((2S)-2-(tert-butoxy)-2-[(22S)-18-fluoro-4,22,28-trimethyl-21,27-dioxa-1,7,34-triazahexacyclo[26.2.2.16,9.110,14.02,7.015,20]tetratriaconta-2,4,6(34),8,10(33),11,13,15(20),16,18,24-undecaen-3-yl]acetic acid). The product is BrC1=C(C(=C2N3CCC(OCCCC[C@@H](OC=4C=CC(=CC4C4=CC=CC(C5=CN2C1=N5)=C4)F)C)(CC3)C)[C@@H](C(=O)O)OC(C)(C)C)C ((2S)-2-[(22S)-5-Bromo-17-fluoro-4,22,28-trimethyl-21,27-dioxa-1,7,34-triazahexacyclo[26.2.2.16,9.110,14.02,7.015,20]tetratriaconta-2,4,6(34),8,10(33),11,13,15(20),16,18-decaen-3-yl]-2-(tert-butoxy)acetic acid). Isolated yield 47.0%. RXN SMILES: [Br:1][C:2]1[C:31]2=[N:32][C:28]3=[CH:29][N:30]2[C:5]([N:6]2[CH2:37][CH2:36][C:9]([CH3:38])([O:10][CH2:11][CH2:12][CH2:13][CH2:14][C@H:15]([CH3:35])[O:16][C:17]4[CH:18]=[CH:19][C:20]([F:34])=[CH:21][C:22]=4[C:23]4[CH:33]=[C:27]3[CH:26]=[CH:25][CH:24]=4)[CH2:8][CH2:7]2)=[C:4]([C@H:39]([O:44][C:45]([CH3:48])([CH3:47])[CH3:46])[C:40]([O:42]C)=[O:41])[C:3]=1[CH3:49].C(O[C@@H](C1C(C)=CC2=NC3=CN2C=1N1CCC(C)(OCC=CC[C@H](C)OC2C=C(F)C=CC=2C2C=C3C=CC=2)CC1)C(O)=O)(C)(C)C>>[Br:1][C:2]1[C:31]2=[N:32][C:28]3=[CH:29][N:30]2[C:5]([N:6]2[CH2:7][CH2:8][C:9]([CH3:38])([O:10][CH2:11][CH2:12][CH2:13][CH2:14][C@H:15]([CH3:35])[O:16][C:17]4[CH:18]=[CH:19][C:20]([F:34])=[CH:21][C:22]=4[C:23]4[CH:33]=[C:27]3[CH:26]=[CH:25][CH:24]=4)[CH2:36][CH2:37]2)=[C:4]([C@H:39]([O:44][C:45]([CH3:48])([CH3:47])[CH3:46])[C:40]([OH:42])=[O:41])[C:3]=1[CH3:49]. Procedure: Prepared in 47% yield from methyl(2S)-2-[(22S)-5-bromo-17-fluoro-4,22,28-trimethyl-21,27-dioxa-1,7,34-triazahexacyclo[26.2.2.16,9.110,14.02,7.015,20]tetratriaconta-2,4,6(34),8,10(33),11,13,15(20),16,18-decaen-3-yl]-2-(tert-butoxy)acetate following the procedure for (2S)-2-(tert-butoxy)-2-[(22S)-18-fluoro-4,22,28-trimethyl-21,27-dioxa-1,7,34-triazahexacyclo[26.2.2.16,9.110,14.02,7.015,20]tetratriaconta-2,4,6(34),8,10(33),11,13,15(20),16,18,24-undecaen-3-yl]acetic acid. Prepared in 47% yield from ...